The task is: describe an organic reaction: reactants, conditions, products, and yield. This data is from the Open Reaction Database (ORD), a public repository of structured organic reaction records. Reactants: CC(C)(C)O, CN1CCN(c2ccc(N)cc2Cl)CC1, Clc1nc(NC2CC2)c2occc2n1, [K+], [K+], O=C([O-])[O-], O=C(C=Cc1ccccc1)C=Cc1ccccc1, O=C(C=Cc1ccccc1)C=Cc1ccccc1, O=C(C=Cc1ccccc1)C=Cc1ccccc1, [Pd], [Pd]. Yields the product CN1CCN(c2ccc(Nc3nc(NC4CC4)c4occc4n3)cc2Cl)CC1. Reaction SMILES: [C:92]([OH:93])([CH3:94])([CH3:95])[CH3:96].[Cl:15][c:16]1[cH:17][c:18]([NH2:19])[cH:20][cH:21][c:22]1[N:23]1[CH2:24][CH2:25][N:26]([CH3:29])[CH2:27][CH2:28]1.[Cl:1][c:2]1[n:3][c:4]([NH:11][CH:12]2[CH2:13][CH2:14]2)[c:5]2[c:6]([n:7]1)[cH:8][cH:9][o:10]2.[K+:30].[K+:31].[O-:32][C:33]([O-:34])=[O:35].[O:38]=[C:39]([CH:40]=[CH:41][c:42]1[cH:43][cH:44][cH:45][cH:46][cH:47]1)[CH:48]=[CH:49][c:50]1[cH:51][cH:52][cH:53][cH:54][cH:55]1.[O:56]=[C:57]([CH:58]=[CH:59][c:60]1[cH:61][cH:62][cH:63][cH:64][cH:65]1)[CH:66]=[CH:67][c:68]1[cH:69][cH:70][cH:71][cH:72][cH:73]1.[O:74]=[C:75]([CH:76]=[CH:77][c:78]1[cH:79][cH:80][cH:81][cH:82][cH:83]1)[CH:84]=[CH:85][c:86]1[cH:87][cH:88][cH:89][cH:90][cH:91]1.[Pd:36].[Pd:37]>>[c:2]1([NH:19][c:18]2[cH:17][c:16]([Cl:15])[c:22]([N:23]3[CH2:24][CH2:25][N:26]([CH3:29])[CH2:27][CH2:28]3)[cH:21][cH:20]2)[n:3][c:4]([NH:11][CH:12]2[CH2:13][CH2:14]2)[c:5]2[c:6]([n:7]1)[cH:8][cH:9][o:10]2. The reactants are C(C)(C)(C)C1=CC(=NO1)NC(=O)NC1=CC(=CC=C1)OC1=NC=NC2=CC(=C(C=C12)OC)OCCCl (1-(5-tert-butyl-isoxazol-3-yl)-3-{3-[7-(2-chloro-ethoxy)-6-methoxy-quinazolin-4-yloxy]-phenyl}-urea), N1(CCNCC1)CCO (2-piperazin-1-yl-ethanol). Yields the product C(C)(C)(C)C1=CC(=NO1)NC(=O)NC1=CC(=CC=C1)OC1=NC=NC2=CC(=C(C=C12)OC)OCCN1CCN(CC1)CCO (1-(5-tert-Butylisoxazol-3-yl)-3-(3-(7-(2-(4-(2-hydroxyethyl)piperazin-1-yl)ethoxy)-6-methoxyquinazolin-4-yloxy)phenyl)urea). Isolated yield 12.8%. Reaction SMILES: [C:1]([C:5]1[O:9][N:8]=[C:7]([NH:10][C:11]([NH:13][C:14]2[CH:19]=[CH:18][CH:17]=[C:16]([O:20][C:21]3[C:30]4[C:25](=[CH:26][C:27]([O:33][CH2:34][CH2:35]Cl)=[C:28]([O:31][CH3:32])[CH:29]=4)[N:24]=[CH:23][N:22]=3)[CH:15]=2)=[O:12])[CH:6]=1)([CH3:4])([CH3:3])[CH3:2].[N:37]1([CH2:43][CH2:44][OH:45])[CH2:42][CH2:41][NH:40][CH2:39][CH2:38]1>>[C:1]([C:5]1[O:9][N:8]=[C:7]([NH:10][C:11]([NH:13][C:14]2[CH:19]=[CH:18][CH:17]=[C:16]([O:20][C:21]3[C:30]4[C:25](=[CH:26][C:27]([O:33][CH2:34][CH2:35][N:40]5[CH2:41][CH2:42][N:37]([CH2:43][CH2:44][OH:45])[CH2:38][CH2:39]5)=[C:28]([O:31][CH3:32])[CH:29]=4)[N:24]=[CH:23][N:22]=3)[CH:15]=2)=[O:12])[CH:6]=1)([CH3:4])([CH3:3])[CH3:2]. Reported procedure: 1-(5-tert-butyl-isoxazol-3-yl)-3-{3-[7-(2-chloro-ethoxy)-6-methoxy-quinazolin-4-yloxy]-phenyl}-urea from Example 35B (225 mg, 0.427 mmol) and 2-piperazin-1-yl-ethanol (0.161 mL, 1.317 mmol) were reacted in the manner described in Example 36. 1-(5-tert-Butylisoxazol-3-yl)-3-(3-(7-(2-(4-(2-hydroxyethyl)piperazin-1-yl)ethoxy)-6-methoxyquinazolin-4-yloxy)phenyl)urea (33 mg, 13%) was isolated as a white solid. 1H NMR (300 MHz, DMSO-d6) δ 9.70 (brs, 1H), 9.25 (brs, 1H), 8.52 (s, 1H), 7.55 (s, 2H), 7.3... Starting materials: IC=1C=C(C(=O)OC)C=CC1 (Methyl 3-iodobenzoate), C(=C)[Sn](CCCC)(CCCC)CCCC (vinyl tributyltin), [F-].[K+] (Potassium fluoride). Reagents/catalysts: C=1C=CC(=CC1)[P](C=2C=CC=CC2)(C=3C=CC=CC3)[Pd]([P](C=4C=CC=CC4)(C=5C=CC=CC5)C=6C=CC=CC6)([P](C=7C=CC=CC7)(C=8C=CC=CC8)C=9C=CC=CC9)[P](C=1C=CC=CC1)(C=1C=CC=CC1)C=1C=CC=CC1 (tetrakis(triphenylphosphine)palladium). The solvent is C1(=CC=CC=C1)C (toluene), O (water), C(C)(=O)OCC (ethyl acetate). Reaction conditions: time 1 day. Yields the product C(C)C=1C=C(C(=O)OC)C=CC1 (Methyl 3-ethylbenzoate). RXN SMILES: I[C:2]1[CH:3]=[C:4]([CH:9]=[CH:10][CH:11]=1)[C:5]([O:7][CH3:8])=[O:6].[CH:12]([Sn](CCCC)(CCCC)CCCC)=[CH2:13].[F-].[K+]>C1(C)C=CC=CC=1.O.C(OCC)(=O)C.C1C=CC([P]([Pd]([P](C2C=CC=CC=2)(C2C=CC=CC=2)C2C=CC=CC=2)([P](C2C=CC=CC=2)(C2C=CC=CC=2)C2C=CC=CC=2)[P](C2C=CC=CC=2)(C2C=CC=CC=2)C2C=CC=CC=2)(C2C=CC=CC=2)C2C=CC=CC=2)=CC=1>[CH2:12]([C:2]1[CH:3]=[C:4]([CH:9]=[CH:10][CH:11]=1)[C:5]([O:7][CH3:8])=[O:6])[CH3:13] |f:2.3,^1:46,48,67,86|. Reported procedure: Methyl 3-iodobenzoate (13 g) and vinyl tributyltin (20 g) were dissolved in toluene (100 ml) and tetrakis(triphenylphosphine)palladium (0) (500 mg) added. The solution was heated at reflux with stirring under N2 for 1 day. Potassium fluoride (3 g) in water (50 ml) was added and the reaction mixture was allowed to stir under N2 for 15 minutes. The product was taken up in ethyl acetate and washed with water and then brine (×2). The organic extract was dried (MgSO4) and evaporated in vacuo. The product is ClC=1C=C(C=CC1OCC(OCC)OCC)NC(COC1=C(C=C(C=C1)C(F)(F)F)Cl)=O (N-[3-chloro-4-(2,2-diethoxy-ethoxy)-phenyl]-2-(2-chloro-4-trifluoromethyl-phenoxy)-acetamide). RXN SMILES: [Cl:1][C:2]1[CH:12]=[C:11]([C:13]([F:16])([F:15])[F:14])[CH:10]=[CH:9][C:3]=1[O:4][CH2:5][C:6]([OH:8])=O.[Cl:17][C:18]1[CH:19]=[C:20]([NH2:33])[CH:21]=[CH:22][C:23]=1[O:24][CH2:25][CH:26]([O:30][CH2:31][CH3:32])[O:27][CH2:28][CH3:29]>C1COCC1>[Cl:17][C:18]1[CH:19]=[C:20]([NH:33][C:6](=[O:8])[CH2:5][O:4][C:3]2[CH:9]=[CH:10][C:11]([C:13]([F:16])([F:15])[F:14])=[CH:12][C:2]=2[Cl:1])[CH:21]=[CH:22][C:23]=1[O:24][CH2:25][CH:26]([O:30][CH2:31][CH3:32])[O:27][CH2:28][CH3:29]. Run at time 16 hour. Run in C1CCOC1 (THF). Reported procedure: 4.495 g (0.028 mol) of CDl was added to a solution of 6.365 g (0.025 mol) of (2-chloro-4-trifluoromethyl-phenoxy)-acetic acid (intermediate product 2b) in 100 mL abs. THF and the mixture was stirred for 30 minutes at 50° C. 6.494 g (0.025 mol) of 3-chloro-4-(2,2-diethoxy-ethoxy)-phenylamine was added and the mixture was stirred for 16 hours at RT. The reaction mixture was poured into ice water and stirred for 1 hour. The precipitate formed was filtered off, washed with water and dried at 50° C. Reactants: ice water, ClC1=C(OCC(=O)O)C=CC(=C1)C(F)(F)F ((2-chloro-4-trifluoromethyl-phenoxy)-acetic acid), ClC1=C(OCC(=O)O)C=CC(=C1)C(F)(F)F ((2-chloro-4-trifluoromethyl-phenoxy)-acetic acid), ClC=1C=C(C=CC1OCC(OCC)OCC)N (3-chloro-4-(2,2-diethoxy-ethoxy)-phenylamine). The reactants are BrC1=C(C=CC=C1)CCC(C)(O)C (4-(2-bromophenyl)-2-methyl-2-butanol), Ph5FcP(t-Bu)2, CC(C)([O-])C.[Na+] (sodium t-butoxide), PTFE. The reagents and catalysts are C=1C=CC(=CC1)/C=C/C(=O)/C=C/C2=CC=CC=C2.C=1C=CC(=CC1)/C=C/C(=O)/C=C/C2=CC=CC=C2.[Pd] (Pd(dba)2). The solvent is C1(=CC=CC=C1)C (toluene). Conditions: time 10 minute. Yields the product CC1(OC2=CC=CC=C2CC1)C (2,2-dimethylchroman). The yield is 92.5%. Reaction SMILES: Br[C:2]1[CH:7]=[CH:6][CH:5]=[CH:4][C:3]=1[CH2:8][CH2:9][C:10]([CH3:13])([OH:12])[CH3:11].CC(C)([O-])C.[Na+]>C1C=CC(/C=C/C(/C=C/C2C=CC=CC=2)=O)=CC=1.C1C=CC(/C=C/C(/C=C/C2C=CC=CC=2)=O)=CC=1.[Pd].C1(C)C=CC=CC=1>[CH3:11][C:10]1([CH3:13])[CH2:9][CH2:8][C:3]2[C:4](=[CH:5][CH:6]=[CH:7][CH:2]=2)[O:12]1 |f:1.2,3.4.5|. Procedure: A 4 mL vial was charged with 4-(2-bromophenyl)-2-methyl-2-butanol (97 mg, 0.40 mmol), Pd(dba)2 (11.5 mg, 0.02 mmol), Ph5FcP(t-Bu)2 (14.2 mg, 0.02 mmol) and sodium t-butoxide (46 mg, 0.48 mmol). Anhydrous toluene (2 mL) was added into the vial, and the vial was sealed with a cap containing a PTFE septum and removed from the drybox. The reaction mixture was stirred at room temperature for 10 min. The reaction solution was adsorbed onto silica gel and isolated by eluting with 5% ethyl acetate in he... The reactants are N#Cc1ccc(-c2ccc(O)cc2)cc1, CCCOC(=O)Cl, c1ccncc1, c1ccccc1. Product: CCCOC(=O)Oc1ccc(-c2ccc(C#N)cc2)cc1. Reaction SMILES: [C:1](#[N:2])[c:3]1[cH:4][cH:5][c:6](-[c:9]2[cH:10][cH:11][c:12]([OH:15])[cH:13][cH:14]2)[cH:7][cH:8]1.[CH2:22]([CH2:23][CH3:24])[O:25][C:26](=[O:27])[Cl:28].[cH:16]1[cH:17][cH:18][n:19][cH:20][cH:21]1.[cH:29]1[cH:30][cH:31][cH:32][cH:33][cH:34]1>>[C:1](#[N:2])[c:3]1[cH:4][cH:5][c:6](-[c:9]2[cH:10][cH:11][c:12]([O:15][C:26]([O:25][CH2:22][CH2:23][CH3:24])=[O:27])[cH:13][cH:14]2)[cH:7][cH:8]1. Starting materials: [BH3-]C#N, CCOC(=O)C(=O)CCc1ccccc1Cl, CC(N)C(=O)N1CCCC1C(=O)O, [Na+]. Product: CCOC(=O)C(CCc1ccccc1Cl)NC(C)C(=O)N1CCCC1C(=O)O. RXN SMILES: [C:30]([BH3-:31])#[N:32].[CH2:1]([CH3:2])[O:3][C:4]([C:5]([CH2:6][CH2:7][c:8]1[c:9]([Cl:14])[cH:10][cH:11][cH:12][cH:13]1)=[O:15])=[O:16].[NH2:17][CH:18]([CH3:19])[C:20](=[O:21])[N:22]1[CH:23]([C:24](=[O:25])[OH:26])[CH2:27][CH2:28][CH2:29]1.[Na+:33]>>[CH2:1]([CH3:2])[O:3][C:4]([CH:5]([CH2:6][CH2:7][c:8]1[c:9]([Cl:14])[cH:10][cH:11][cH:12][cH:13]1)[NH:17][CH:18]([CH3:19])[C:20](=[O:21])[N:22]1[CH:23]([C:24](=[O:25])[OH:26])[CH2:27][CH2:28][CH2:29]1)=[O:16]. Starting materials: CCNC(=O)Nc1nc2ccc(Br)c(OC(C)C)c2s1, [Li]CCCC, COCCOC, CO, O=C1CCC(=O)N1Cl. Yields the product CCNC(=O)Nc1nc2cccc(OC(C)C)c2s1. Reaction SMILES: [Br:1][c:2]1[c:3]([O:17][CH:18]([CH3:19])[CH3:20])[c:4]2[c:5]([n:6][c:7]([NH:9][C:10](=[O:11])[NH:12][CH2:13][CH3:14])[s:8]2)[cH:15][cH:16]1.[CH3:21][CH2:22][CH2:23][CH2:24][Li:25].[CH3:34][O:35][CH2:36][CH2:37][O:38][CH3:39].[CH3:40][OH:41].[Cl:26][N:27]1[C:28](=[O:29])[CH2:30][CH2:31][C:32]1=[O:33]>>[cH:2]1[c:3]([O:17][CH:18]([CH3:19])[CH3:20])[c:4]2[c:5]([n:6][c:7]([NH:9][C:10](=[O:11])[NH:12][CH2:13][CH3:14])[s:8]2)[cH:15][cH:16]1. The reactants are CC(C)(C)[Si](C)(C)Cl, Oc1cccc(-c2nc(N3CCOCC3)c3sccc3n2)c1, CN(C)C=O, c1c[nH]cn1. The product is CC(C)(C)[Si](C)(C)Oc1cccc(-c2nc(N3CCOCC3)c3sccc3n2)c1. Reaction SMILES: [C:28]([CH3:29])([CH3:30])([CH3:31])[Si:32]([CH3:33])([CH3:34])[Cl:35].[O:1]1[CH2:2][CH2:3][N:4]([c:7]2[c:8]3[c:9]([n:10][c:11](-[c:13]4[cH:14][c:15]([OH:19])[cH:16][cH:17][cH:18]4)[n:12]2)[cH:20][cH:21][s:22]3)[CH2:5][CH2:6]1.[O:36]=[CH:37][N:38]([CH3:39])[CH3:40].[nH:23]1[cH:24][cH:25][n:26][cH:27]1>>[O:1]1[CH2:2][CH2:3][N:4]([c:7]2[c:8]3[c:9]([n:10][c:11](-[c:13]4[cH:14][c:15]([O:19][Si:32]([C:28]([CH3:29])([CH3:30])[CH3:31])([CH3:33])[CH3:34])[cH:16][cH:17][cH:18]4)[n:12]2)[cH:20][cH:21][s:22]3)[CH2:5][CH2:6]1. Starting materials: C1CCOC1, CC(CCOCc1ccccc1)=NO, [H][H]. Product: CC(N)CCOCc1ccccc1. RXN SMILES: [CH2:17]1[O:18][CH2:19][CH2:20][CH2:21]1.[CH2:1]([c:2]1[cH:3][cH:4][cH:5][cH:6][cH:7]1)[O:8][CH2:9][CH2:10][C:11]([CH3:12])=[N:13][OH:14].[H:15][H:16]>>[CH2:1]([c:2]1[cH:3][cH:4][cH:5][cH:6][cH:7]1)[O:8][CH2:9][CH2:10][CH:11]([CH3:12])[NH2:13].